From a dataset of the Open Reaction Database (ORD), a public repository of structured organic reaction records. describe an organic reaction: reactants, conditions, products, and yield Starting materials: C(C1=CC=CC=C1)N (benzylamine), C=O (paraformaldehyde), Cl (HCl), C1(CCCC1)=O (cyclopentanone), C(C)(C)(C)O (tert-butanol), C=O (paraformaldehyde), Cl (HCl). The solvent is O (water), C(C)(=O)O (acetic acid). Procedure: To a solution of benzylamine (21.85 ml, 200 mmol) in tert-butanol (48 ml) was added paraformaldehyde (12 g, 400 mmol), conc. HCl (18 ml, 220 mmol) and cyclopentanone (46 ml, 520 mmol) and the resulting mixture heated at 800° C. for 3 h. The mixture was cooled and diluted with water (200 ml) and extracted with EtOAc (3×200 ml); combined organic layers discarded and remaining aqueous layer evaporated. The residue dissolved in acetic acid (200 ml) and added over 1 h to a mixture of paraformaldehyde... Reaction SMILES: [CH2:1]([NH2:8])[C:2]1[CH:7]=[CH:6][CH:5]=[CH:4][CH:3]=1.[CH2:9]=[O:10].Cl.[C:12]1(=O)[CH2:16][CH2:15][CH2:14][CH2:13]1.[C:18](O)(C)(C)C>O.C(O)(=O)C>[CH2:1]([N:8]1[CH2:12][CH:16]2[C:9](=[O:10])[CH:13]([CH2:14][CH2:15]2)[CH2:18]1)[C:2]1[CH:7]=[CH:6][CH:5]=[CH:4][CH:3]=1. Run at temperature 800 celsius. The product is C(C1=CC=CC=C1)N1CC2CCC(C1)C2=O (3-Benzyl-3-azabicyclo[3.2.1]octan-8-one). The yield is 44.0%. Starting materials: N1C=CC2=CC=C(C=C12)C#N (6-indole carbonitrile), ClN1C(CCC1=O)=O (N-chlorosuccinimide), C(O)([O-])=O.[Na+] (sodium hydrogen carbonate). Run in CO (methanol). Run at time 16 hour. Product: ClC1=CNC2=CC(=CC=C12)C#N (3-chloro-1H-indole-6-carbonitrile). Isolated yield 104.6%. Reaction SMILES: [NH:1]1[C:9]2[C:4](=[CH:5][CH:6]=[C:7]([C:10]#[N:11])[CH:8]=2)[CH:3]=[CH:2]1.[Cl:12]N1C(=O)CCC1=O.C(=O)([O-])O.[Na+]>CO>[Cl:12][C:3]1[C:4]2[C:9](=[CH:8][C:7]([C:10]#[N:11])=[CH:6][CH:5]=2)[NH:1][CH:2]=1 |f:2.3|. Reported procedure: To a solution of 6-indole carbonitrile (1.0 g) in methanol (10 mL) was added N-chlorosuccinimide (1.2 g) at room temperature, and then the reaction mixture was stirred at room temperature for 16 hours. To the reaction mixture was added a saturated aqueous solution of sodium hydrogen carbonate, and extracted with ethyl acetate. The obtained organic layer was dried over anhydrous sodium sulfate, filtered, and the filtrate was concentrated under reduced pressure. The obtained residue was purified b... The reactants are N1C(C2(CCC1=O)CCC(C1=CC=CC=C12)=O)=O (2,3-dihydrospiro-[naphthalene-1(4H),3'-piperidine]-2',4,6'-trione), [N+](=O)(O)[O-] (nitric acid), ice water. Reaction conditions: temperature 0 celsius. Product: [N+](=O)([O-])C=1C=C2C(CCC3(C(NC(CC3)=O)=O)C2=CC1)=O (2,3-dihydro-6-nitrospiro-[naphthalene-1(4H),3'-piperidine]-2',4,6'-trione). RXN SMILES: [NH:1]1[C:6](=[O:7])[CH2:5][CH2:4][C:3]2([C:16]3[C:11](=[CH:12][CH:13]=[CH:14][CH:15]=3)[C:10](=[O:17])[CH2:9][CH2:8]2)[C:2]1=[O:18].[N+:19]([O-])([OH:21])=[O:20]>>[N+:19]([C:13]1[CH:12]=[C:11]2[C:16](=[CH:15][CH:14]=1)[C:3]1([CH2:4][CH2:5][C:6](=[O:7])[NH:1][C:2]1=[O:18])[CH2:8][CH2:9][C:10]2=[O:17])([O-:21])=[O:20]. Procedure details: A total of 14.1 grams (0.06 M) of 2,3-dihydrospiro-[naphthalene-1(4H),3'-piperidine]-2',4,6'-trione was added in small portions to 100 milliliters of nitric acid (d = 1.4) cooled to -5° to -10° C. This temperature was maintained for 15 minutes and then allowed to warm to 0° C. The reaction mixture was poured into an ice-water mixture and filtered. The precipitate was recrystallized from aqueous acetone and then from acetic acid and then from an acetone-isopropyl alcohol-ethyl acetate mixture. Re...